From a dataset of the Open Reaction Database (ORD), a public repository of structured organic reaction records. describe an organic reaction: reactants, conditions, products, and yield Starting materials: C1(=CC=CC=C1)P(C1=CC=CC=C1)C1=CC=CC=C1 (triphenylphosphine), C(Br)(Br)(Br)Br (carbon tetrabromide), C1(=CC=CC=C1)/C(=C(\CCO)/C1=CC=CC=C1)/C1=CC=C(C=C1)OC ((Z)-1,2-diphenyl-1-(4-methoxyphenyl)-1-buten-4-ol). Solvent: C(C)#N (acetonitrile). Reaction conditions: time 1 hour. The product is BrCCC(=C(C1=CC=C(C=C1)OC)C1=CC=CC=C1)C1=CC=CC=C1 (4-bromo-1,2-diphenyl-1-(4-methoxyphenyl)-1-butene). Reaction SMILES: [C:1]1(/[C:7](/[C:18]2[CH:23]=[CH:22][C:21]([O:24][CH3:25])=[CH:20][CH:19]=2)=[C:8](/[C:12]2[CH:17]=[CH:16][CH:15]=[CH:14][CH:13]=2)\[CH2:9][CH2:10]O)[CH:6]=[CH:5][CH:4]=[CH:3][CH:2]=1.C1(P(C2C=CC=CC=2)C2C=CC=CC=2)C=CC=CC=1.C(Br)(Br)(Br)[Br:46]>C(#N)C>[Br:46][CH2:10][CH2:9][C:8]([C:12]1[CH:13]=[CH:14][CH:15]=[CH:16][CH:17]=1)=[C:7]([C:1]1[CH:2]=[CH:3][CH:4]=[CH:5][CH:6]=1)[C:18]1[CH:19]=[CH:20][C:21]([O:24][CH3:25])=[CH:22][CH:23]=1. Reported procedure: 33.0 g of (Z)-1,2-diphenyl-1-(4-methoxyphenyl)-1-buten-4-ol are dissolved in 500 ml of dry acetonitrile. Then 39.3 g of triphenylphosphine and 49.8 g of carbon tetrabromide are added while stirring. The stirring is continued for 1 h at room temperature. The solvent is evaporated and the evaporation residue is dissolved in hot petrol ether. The insoluble material is removed by filtration. The mother liquor is evaporated, and the evaporation residue is recrystallized from methanol. The yield of th...